From a dataset of the Open Reaction Database (ORD), a public repository of structured organic reaction records. describe an organic reaction: reactants, conditions, products, and yield Reactants: B, C1CCOC1, O=C(O)c1ccc(COc2ccccc2)cc1. Yields the product OCc1ccc(COc2ccccc2)cc1. Reaction SMILES: [BH3:18].[O:19]1[CH2:20][CH2:21][CH2:22][CH2:23]1.[O:1]([c:2]1[cH:3][cH:4][cH:5][cH:6][cH:7]1)[CH2:8][c:9]1[cH:10][cH:11][c:12]([C:13](=[O:14])[OH:15])[cH:16][cH:17]1>>[O:1]([c:2]1[cH:3][cH:4][cH:5][cH:6][cH:7]1)[CH2:8][c:9]1[cH:10][cH:11][c:12]([CH2:13][OH:14])[cH:16][cH:17]1. RXN SMILES: [CH3:1][O:2][C:3]([C:5]1[CH:10]=[CH:9][C:8]([S:11][CH2:12][C:13]2[CH:18]=[CH:17][CH:16]=[C:15]([Cl:19])[CH:14]=2)=[CH:7][N:6]=1)=[O:4].ClC1C=CC=C(C(OO)=[O:28])C=1>C(Cl)Cl>[CH3:1][O:2][C:3]([C:5]1[CH:10]=[CH:9][C:8]([S:11]([CH2:12][C:13]2[CH:18]=[CH:17][CH:16]=[C:15]([Cl:19])[CH:14]=2)=[O:28])=[CH:7][N:6]=1)=[O:4]. Run at time 3 hour. Run in C(Cl)Cl (methylene chloride). Starting materials: COC(=O)C1=NC=C(C=C1)SCC1=CC(=CC=C1)Cl (5-(m-chloro-benzylmercapto)-2-pyridinecarboxylic acid methyl ester), ClC1=CC(=CC=C1)C(=O)OO (m-chloroperbenzoic acid). Procedure: To the stirred solution of 10.28 g of 5-(m-chloro-benzylmercapto)-2-pyridinecarboxylic acid methyl ester in 150 ml of methylene chloride, cooled in an ice bath, 7.5 g of m-chloroperbenzoic acid are added in small portions during 10 minutes. The mixture is stirred for 3 hours, washed twice with 10% aqueous potassium bicarbonate, dried and evaporated. The residue is recrystallized from ethanol, to yield the 5-(m-chlorobenzylsulfinyl)-2-pyridinecarboxylic acid methyl ester of the formula ##STR6## m... The product is COC(=O)C1=NC=C(C=C1)S(=O)CC1=CC(=CC=C1)Cl (5-(m-chlorobenzylsulfinyl)-2-pyridinecarboxylic acid methyl ester). Starting materials: C1(=CC=CC2=CC=CC=C12)OCCNC1=CC=C(C(=O)OCC)C=C1 (ethyl p-[2-(1-naphthyloxy)ethylamino]benzoate), Cl (hydrochloric acid), [OH-].[K+] (potassium hydroxide), C(C)O (ethanol). The solvent is O (water). Yields the product C1(=CC=CC2=CC=CC=C12)OCCNC1=CC=C(C(=O)O)C=C1 (p-{[2-(1-Naphthyloxy)ethyl]amino}benzoic acid). Reaction SMILES: [C:1]1([O:11][CH2:12][CH2:13][NH:14][C:15]2[CH:25]=[CH:24][C:18]([C:19]([O:21]CC)=[O:20])=[CH:17][CH:16]=2)[C:10]2[C:5](=[CH:6][CH:7]=[CH:8][CH:9]=2)[CH:4]=[CH:3][CH:2]=1.[OH-].[K+].C(O)C.Cl>O>[C:1]1([O:11][CH2:12][CH2:13][NH:14][C:15]2[CH:16]=[CH:17][C:18]([C:19]([OH:21])=[O:20])=[CH:24][CH:25]=2)[C:10]2[C:5](=[CH:6][CH:7]=[CH:8][CH:9]=2)[CH:4]=[CH:3][CH:2]=1 |f:1.2|. Procedure details: A solution of 12 g. of ethyl p-[2-(1-naphthyloxy)ethylamino]benzoate and 15.8 g. of potassium hydroxide in 100 ml. of 95% ethanol is refluxed for 3 hours. The solution is diluted with 75 ml. of water and acidified with concentrated hydrochloric acid. The solid is filtered, washed with 50% ethanol and with water. Recrystallization from ethanol gives the product as crystals, m.p. 193°-194° C.